This data is from the Open Reaction Database (ORD), a public repository of structured organic reaction records. The task is: describe an organic reaction: reactants, conditions, products, and yield Starting materials: FC=1C=C2N=C(C(=NC2=CC1F)C(=O)OCC)O (ethyl 6,7-difluoro-3-hydroxyquinoxaline-2-carboxylate), O.[OH-].[Li+] (lithium hydroxide monohydrate), Cl (HCl). The solvent is C1CCOC1 (THF), O (water). Run at temperature 50 celsius. The product is FC=1C=C2N=C(C(=NC2=CC1F)C(=O)O)O (6,7-difluoro-3-hydroxyquinoxaline-2-carboxylic acid). As a reaction SMILES: [F:1][C:2]1[CH:3]=[C:4]2[C:9](=[CH:10][C:11]=1[F:12])[N:8]=[C:7]([C:13]([O:15]CC)=[O:14])[C:6]([OH:18])=[N:5]2.O.[OH-].[Li+].Cl>C1COCC1.O>[F:1][C:2]1[CH:3]=[C:4]2[C:9](=[CH:10][C:11]=1[F:12])[N:8]=[C:7]([C:13]([OH:15])=[O:14])[C:6]([OH:18])=[N:5]2 |f:1.2.3|. Procedure details: A mixture of ethyl 6,7-difluoro-3-hydroxyquinoxaline-2-carboxylate (500 mg, 2.0 mmol) and lithium hydroxide monohydrate (330 mg, 7.9 mmol) in THF (10 mL) and water (5 mL) was heated at 50° C. under nitrogen for 1 h. The mixture was further cooled to 0° C., acidified to pH 2 with concentrated HCl and extracted with ethyl acetate (100 mL). The organic extract was washed with brine (50 mL), dried over magnesium sulfate, filtered and the solvents were removed under reduced pressure to provide 6,7-di... Starting materials: CC(C)(C)[O-], CN(C)C=O, O=[N+]([O-])c1cc(Cl)ccc1CBr, [K+], CCOC(=O)c1ccc[nH]1. Product: CCOC(=O)c1cccn1Cc1ccc(Cl)cc1[N+](=O)[O-]. As a reaction SMILES: [CH3:1][C:2]([CH3:3])([O-:4])[CH3:5].[CH3:29][N:30]([CH3:31])[CH:32]=[O:33].[Cl:17][c:18]1[cH:19][c:20]([N+:26](=[O:27])[O-:28])[c:21]([CH2:22][Br:23])[cH:24][cH:25]1.[K+:6].[nH:7]1[c:8]([C:12](=[O:13])[O:14][CH2:15][CH3:16])[cH:9][cH:10][cH:11]1>>[n:7]1([CH2:22][c:21]2[c:20]([N+:26](=[O:27])[O-:28])[cH:19][c:18]([Cl:17])[cH:25][cH:24]2)[c:8]([C:12](=[O:13])[O:14][CH2:15][CH3:16])[cH:9][cH:10][cH:11]1. Starting materials: CC(=O)O, Cl, [Cu], O=N[O-], Nc1cccc(-n2nc[nH]c2=O)c1, [Na+], O=S=O. Yields the product O=c1[nH]cnn1-c1cccc(S(=O)(=O)Cl)c1. Reaction SMILES: [CH3:23][C:24](=[O:25])[OH:26].[ClH:18].[Cu:22].[N:14]([O-:15])=[O:16].[NH2:1][c:2]1[cH:3][cH:4][cH:5][c:6](-[n:8]2[n:9][cH:10][nH:11][c:12]2=[O:13])[cH:7]1.[Na+:17].[O:19]=[S:20]=[O:21]>>[c:2]1([S:20]([Cl:18])(=[O:19])=[O:21])[cH:3][cH:4][cH:5][c:6](-[n:8]2[n:9][cH:10][nH:11][c:12]2=[O:13])[cH:7]1. The reactants are Cc1cnc(N2CCN(C(=O)c3c(F)cc(Br)cc3F)CC2)c(C)c1, O=C([O-])[O-], CNCCNC, Cc1ccccc1, [Cu]I, [K+], [K+], O=C1NCCO1, O. Product: Cc1cnc(N2CCN(C(=O)c3c(F)cc(N4CCOC4=O)cc3F)CC2)c(C)c1. RXN SMILES: [Br:1][c:2]1[cH:3][c:4]([F:25])[c:5]([C:9](=[O:10])[N:11]2[CH2:12][CH2:13][N:14]([c:17]3[n:18][cH:19][c:20]([CH3:24])[cH:21][c:22]3[CH3:23])[CH2:15][CH2:16]2)[c:6]([F:8])[cH:7]1.[C:32](=[O:33])([O-:34])[O-:35].[CH3:38][NH:39][CH2:40][CH2:41][NH:42][CH3:43].[CH3:47][c:48]1[cH:49][cH:50][cH:51][cH:52][cH:53]1.[Cu:44][I:45].[K+:36].[K+:37].[O:26]1[C:27](=[O:31])[NH:28][CH2:29][CH2:30]1.[OH2:46]>>[c:2]1([N:28]2[C:27](=[O:31])[O:26][CH2:30][CH2:29]2)[cH:3][c:4]([F:25])[c:5]([C:9](=[O:10])[N:11]2[CH2:12][CH2:13][N:14]([c:17]3[n:18][cH:19][c:20]([CH3:24])[cH:21][c:22]3[CH3:23])[CH2:15][CH2:16]2)[c:6]([F:8])[cH:7]1. Reactants: aqueous solution, O.O.C(=O)([O-])C(O)C(O)C(=O)[O-].[Na+].[Na+] (disodium tartrate dihydrate), C[Al](C)C (trimethyl aluminium), BrC1=C(N(C=C1)S(=O)(=O)C1=CC=CC=C1)C(=O)OC (methyl 3-bromo-1-(phenylsulfonyl)-1H-pyrrole-2-carboxylate), NC1=CC=CC=C1 (aniline), C[Al](C)C (trimethy aluminium). The solvent is C1(=CC=CC=C1)C (toluene), C1(=CC=CC=C1)C (toluene), O (water). Conditions: time 10 minute. Yields the product BrC1=C(N(C=C1)S(=O)(=O)C1=CC=CC=C1)C(=O)NC1=CC=CC=C1 (3-Bromo-N-phenyl-1-(phenylsulfonyl)-1H-pyrrole-2-carboxamide). Isolated yield 114.7%. Reaction SMILES: [NH2:1][C:2]1[CH:7]=[CH:6][CH:5]=[CH:4][CH:3]=1.C[Al](C)C.[Br:12][C:13]1[CH:17]=[CH:16][N:15]([S:18]([C:21]2[CH:26]=[CH:25][CH:24]=[CH:23][CH:22]=2)(=[O:20])=[O:19])[C:14]=1[C:27](OC)=[O:28].O.O.C(C(C(C([O-])=O)O)O)([O-])=O.[Na+].[Na+]>C1(C)C=CC=CC=1.O>[Br:12][C:13]1[CH:17]=[CH:16][N:15]([S:18]([C:21]2[CH:26]=[CH:25][CH:24]=[CH:23][CH:22]=2)(=[O:20])=[O:19])[C:14]=1[C:27]([NH:1][C:2]1[CH:7]=[CH:6][CH:5]=[CH:4][CH:3]=1)=[O:28] |f:3.4.5.6.7|. Procedure: In a three-necked round-bottom flask aniline (1.57 mL, 17.20 mmol) was dissolved in 80 mL of toluene under inert atmosphere. To this solution was added trimethy aluminium (7.82 mL, 15.64 mmol) and the mixture was stirred at room temperature during 10 minutes. Afterwards, a solution methyl 3-bromo-1-(phenylsulfonyl)-1H-pyrrole-2-carboxylate (2.0 g, 5.81 mmol) in 20 mL of toluene were added and the reaction mixtures was heated at 80° C. for 3 h. Next, the mixture was allowed to cool to room temper... The reactants are O=C(NCc1ccccc1)C(COC(F)F)N(Cc1ccccc1)Cc1ccccc1, CCO, [OH-], [OH-], [Pd+2]. The product is NC(COC(F)F)C(=O)NCc1ccccc1. RXN SMILES: [CH2:1]([N:8]([CH2:2][c:3]1[cH:4][cH:5][cH:6][cH:7][cH:25]1)[CH:9]([C:10](=[O:11])[NH:12][CH2:13][c:14]1[cH:15][cH:16][cH:17][cH:18][cH:19]1)[CH2:20][O:21][CH:22]([F:23])[F:24])[c:26]1[cH:27][cH:28][cH:29][cH:30][cH:31]1.[CH3:32][CH2:33][OH:34].[OH-:35].[OH-:36].[Pd+2:37]>>[NH2:8][CH:9]([C:10](=[O:11])[NH:12][CH2:13][c:14]1[cH:15][cH:16][cH:17][cH:18][cH:19]1)[CH2:20][O:21][CH:22]([F:23])[F:24].